From a dataset of the Open Reaction Database (ORD), a public repository of structured organic reaction records. describe an organic reaction: reactants, conditions, products, and yield Reactants: NC1=C(C(=NC(=C1)CC)CC)C=O (4-amino-2,6-diethylpyridine-3-carbaldehyde), C(C)C(C(=O)[O-])(C(=O)[O-])CC (diethylmalonate), C(C)O (ethanol). Reagents/catalysts: N1CCCCC1 (piperidine). The product is C(C)C1=C2C(=C(C(NC2=CC(=N1)CC)=O)C(=O)OCC)O (ethyl 5,7-diethyl-4-hydroxy-2-oxo-1,2-dihydro-1,6-naphthyridine-3-carboxylate). RXN SMILES: [NH2:1][C:2]1[CH:7]=[C:6]([CH2:8][CH3:9])[N:5]=[C:4]([CH2:10][CH3:11])[C:3]=1[CH:12]=[O:13].C([C:16](CC)([C:20]([O-:22])=O)[C:17]([O-:19])=[O:18])C.[CH2:25](O)[CH3:26]>N1CCCCC1>[CH2:10]([C:4]1[N:5]=[C:6]([CH2:8][CH3:9])[CH:7]=[C:2]2[C:3]=1[C:12]([OH:13])=[C:16]([C:17]([O:19][CH2:25][CH3:26])=[O:18])[C:20](=[O:22])[NH:1]2)[CH3:11]. Reported procedure: 4-amino-2,6-diethylpyridine-3-carbaldehyde (1.78 g), diethylmalonate (1.92 g), ethanol (15 ml) and piperidine (4 drops) were heated at reflux for 16 hours. Volatile material was removed by evaporation and the residue was recrystallised from ethyl acetate/petroleum ether to give ethyl 5,7-diethyl-2-oxo-1,2-dihydro-1,6-naphthyridine-3-carboxylate (B) (1.4 g), m.p. 159°-160° C.; NMR (CDCl3): 1.34(t, 3H), 1.38(t, 3H), 1.47(t, 3H), 2.87(q, 2H), 3.14(q, 2H), 4.47(q, 2H), 7.03(s, 1H), 8.78(s, 1H), 12.2...